This data is from the Open Reaction Database (ORD), a public repository of structured organic reaction records. The task is: describe an organic reaction: reactants, conditions, products, and yield Starting materials: N12CCC(CC1)(CC2)C=2OC=1C(N2)=C(C=CC1)C(=O)OC (methyl 2-(quinuclidin-4-yl)benzoxazole-4-carboxylate), O.[OH-].[Li+] (lithium hydroxide monohydrate). Solvent: C1CCOC1.O (THF water). Reaction conditions: time 6 hour. The product is N12CCC(CC1)(CC2)C=2OC=1C(N2)=C(C=CC1)C(=O)O (2-(quinuclidin-4-yl)benzoxazole-4-carboxylic acid). Isolated yield 108.8%. As a reaction SMILES: [N:1]12[CH2:8][CH2:7][C:4]([C:9]3[O:10][C:11]4[C:12](=[C:14]([C:18]([O:20]C)=[O:19])[CH:15]=[CH:16][CH:17]=4)[N:13]=3)([CH2:5][CH2:6]1)[CH2:3][CH2:2]2.O.[OH-].[Li+]>C1COCC1.O>[N:1]12[CH2:2][CH2:3][C:4]([C:9]3[O:10][C:11]4[C:12](=[C:14]([C:18]([OH:20])=[O:19])[CH:15]=[CH:16][CH:17]=4)[N:13]=3)([CH2:7][CH2:8]1)[CH2:5][CH2:6]2 |f:1.2.3,4.5|. Procedure details: A mixture of methyl 2-(quinuclidin-4-yl)benzoxazole-4-carboxylate (233 mg, 0.81 mmol), lithium hydroxide monohydrate (51 mg, 1.22 mmol) and THF/water (2:1, 15 mL) was stirred at room temperature for 6 h. The reaction mixture was concentrated, and washed with brine (10 mL), the precipitate which formed was filtered, washed with hexanes and dried to afford 2-(quinuclidin-4-yl)benzoxazole-4-carboxylic acid (240 mg, 108%) as a brown solid: 1H NMR (500 MHz, DMSO-d6) δ 7.80 (d, J=8.0 Hz, 1H), 7.67 (d,... Starting materials: Cl (hydrochloric acid), C1(CCCCCN1)=O (ε-caprolactam), C1(CCCCC1)=NO (cyclohexanone oxime). The product is C1(CCCCCN1)=O (ε-caprolactam), NCCCCCC(=O)O (6-aminocaproic acid). Yield: 3.5%. As a reaction SMILES: [C:1]1(=[O:8])[NH:7][CH2:6][CH2:5][CH2:4][CH2:3][CH2:2]1.C1(=N[OH:16])CCCCC1.Cl>>[C:1]1(=[O:8])[NH:7][CH2:6][CH2:5][CH2:4][CH2:3][CH2:2]1.[NH2:7][CH2:6][CH2:5][CH2:4][CH2:3][CH2:2][C:1]([OH:8])=[O:16]. Procedure details: According to the present invention, the oxime that is the substrate can be put into a prescribed high-temperature high-pressure state within a short time, and hence hydrolysis of the oxime can be suppressed, and moreover by making an acid be present in the reaction zone, the lactam can be produced efficiently. Note, however, that a small amount of an amino acid may also be produced through the present reaction. For example, in the case of synthesizing ε-caprolactam from cyclohexanone oxime by re... Starting materials: COP(=S)(OC)OC=1C=C(C(=CC1Cl)Br)Cl (bromophos), CCOP(=O)(N(C=1C=CC(=C(C1)C)SC)C(C)C)O (fenamiphos), CC=1C=C(C=CC1[N+](=O)[O-])OP(=S)(OC)OC (fenitrothion), CCOP(=S)(OCC)OC1=CC=C(C=C1)S(=O)C (fensulfothion), CCCSP(=S)(OCC)OC1=C(C=C(C=C1)Cl)Cl (prothiophos), COP(=S)(OC)OC=1C=CC(=CC1)C#N (cyanophos), CCOP(=S)(NC(C)C)OC=1C=CC=CC1C(=O)OC(C)C (isofenphos), CCOP(=S)(OCC)OC=1C=CC(=CC1Cl)Cl (dichlofenthion), CC=1C=C(C=CC1SC)OP(=S)(OC)OC (fenthion), COP(=S)(OC)OC1=CC=C(C=C1)[N+](=O)[O-] (methylparathion), COP(=S)(OC)OC=1C=CC(=C(C1)Cl)[N+](=O)[O-] (chlorthion), COP(=S)(OC)OC1=CC=C(C=C1)SC2=CC=C(C=C2)OP(=S)(OC)OC (temephos), CCOP(=S)(CC)SC1=CC=CC=C1 (fonofos), CCOP(=S)(OCC)OC=1C=CC(=CC1)[N+](=O)[O-] (parathion), COP(=S)(OC)OC=1C=C(C(=CC1Cl)Cl)Cl (fenchlorphos). Product: CCCSP(=O)(OCC)OC=1C=CC(=CC1Cl)Br (profenofos). As a reaction SMILES: C[O:2][P:3]([O:7][C:8]1[CH:9]=[C:10](Cl)[C:11]([Br:15])=[CH:12][C:13]=1[Cl:14])([O:5][CH3:6])=[S:4].COP(O[C:24]1[CH:29]=CC([N+]([O-])=O)=C[CH:25]=1)(OC)=S.[CH3:33]COP(OC1C=CC([N+]([O-])=O)=CC=1)(OCC)=S.COP(OC1C=CC([N+]([O-])=O)=C(Cl)C=1)(OC)=S.CC1C=C(OP(OC)(OC)=S)C=CC=1[N+]([O-])=O.COP(OC1C=C(Cl)C(Cl)=CC=1Cl)(OC)=S.CC1C=C(OP(OC)(OC)=S)C=CC=1SC.COP(OC1C=CC(C#N)=CC=1)(OC)=S.CCOP(OC1C=CC(Cl)=CC=1Cl)(OCC)=S.CCOP(O)(N(C(C)C)C1C=CC(SC)=C(C)C=1)=O.CCOP(SC1C=CC=CC=1)(CC)=S.COP(OC1C=CC(SC2C=CC(OP(OC)(OC)=S)=CC=2)=CC=1)(OC)=S.CCCSP(OC1C=CC(Cl)=CC=1Cl)(OCC)=S.CCOP(OC1C=CC=CC=1C(OC(C)C)=O)(NC(C)C)=S.CCOP(OC1C=CC(S(C)=O)=CC=1)(OCC)=S>>[CH3:25][CH2:24][CH2:29][S:2][P:3]([O:7][C:8]1[CH:9]=[CH:10][C:11]([Br:15])=[CH:12][C:13]=1[Cl:14])([O:5][CH2:6][CH3:33])=[O:4]. Procedure details: trifenophos; bromophos; mercaptoprophos; methylparathion; parathion; chlorthion; fenitrothion; fenchlorphos; fenthion; cyanophos; dichlofenthion; fenamiphos; fonofos; jodfenfos; temephos; prothiophos; isofenphos; fensulfothion and lepthophos. Starting materials: CCOC(=O)c1c(-c2ccc(O)cc2)c(C#N)c(C)n1C, ClCCl, O=S(=O)(OS(=O)(=O)C(F)(F)F)C(F)(F)F, c1ccncc1. Yields the product CCOC(=O)c1c(-c2ccc(OS(=O)(=O)C(F)(F)F)cc2)c(C#N)c(C)n1C. Reaction SMILES: [CH2:16]([CH3:17])[O:18][C:19](=[O:20])[c:21]1[n:22]([CH3:36])[c:23]([CH3:35])[c:24]([C:33]#[N:34])[c:25]1-[c:26]1[cH:27][cH:28][c:29]([OH:32])[cH:30][cH:31]1.[CH2:43]([Cl:44])[Cl:45].[F:1][C:2]([F:3])([F:4])[S:5](=[O:6])(=[O:7])[O:8][S:9]([C:10]([F:11])([F:12])[F:13])(=[O:14])=[O:15].[cH:37]1[cH:38][cH:39][n:40][cH:41][cH:42]1>>[F:1][C:2]([F:3])([F:4])[S:5](=[O:6])(=[O:7])[O:8][c:29]1[cH:28][cH:27][c:26](-[c:25]2[c:21]([C:19]([O:18][CH2:16][CH3:17])=[O:20])[n:22]([CH3:36])[c:23]([CH3:35])[c:24]2[C:33]#[N:34])[cH:31][cH:30]1.